This data is from the Open Reaction Database (ORD), a public repository of structured organic reaction records. The task is: describe an organic reaction: reactants, conditions, products, and yield The reactants are C1(CC1)SC1=C(C=O)C=C(C=C1)[N+](=O)[O-] (2-(cyclopropylthio)-5-nitrobenzaldehyde), CN (methylamine), [BH4-].[Na+] (sodium borohydride). Run in CO (MeOH). Reaction conditions: temperature 25 celsius, time 1 hour. The product is C1(CC1)SC1=C(C=C(C=C1)[N+](=O)[O-])CNC (1-(2-(Cyclopropylthio)-5-nitrophenyl)-N-methylmethanamine). Yield: 93.7%. Reaction SMILES: [CH:1]1([S:4][C:5]2[CH:12]=[CH:11][C:10]([N+:13]([O-:15])=[O:14])=[CH:9][C:6]=2[CH:7]=O)[CH2:3][CH2:2]1.[CH3:16][NH2:17].[BH4-].[Na+]>CO>[CH:1]1([S:4][C:5]2[CH:12]=[CH:11][C:10]([N+:13]([O-:15])=[O:14])=[CH:9][C:6]=2[CH2:7][NH:17][CH3:16])[CH2:3][CH2:2]1 |f:2.3|. Procedure details: To a stirred solution of 2-(cyclopropylthio)-5-nitrobenzaldehyde (5 g, 22.40 mmol, see WO 2008/079759 for preparation) in MeOH (50 mL) was added methylamine (6.32 g, 67.2 mmol) dropwise and stirred for 1 h at 25° C. The reaction mixture was cooled to 0° C. and sodium borohydride (1.695 g, 44.8 mmol) was added portionwise with stirring. The reaction mixture was allowed to warm to rt and stirred overnight. The reaction mixture was concentrated under reduced pressure, diluted with EtOAc (250 mL), w...